From a dataset of the Open Reaction Database (ORD), a public repository of structured organic reaction records. describe an organic reaction: reactants, conditions, products, and yield Starting materials: EtOAc hexanes, C(=C)C1=CC=C(C=C1)B(O)O (4-vinyl-phenyl-boronic acid), C(C)(C)(C)OC(NC(=N)C=1SC(=C(C1)S(=O)(=O)C1=CC(=CC=C1)Br)SC)=O ({[4-(3-Bromo-benzenesulfonyl)-5-methylsulfanyl-thiophen-2-yl]-imino-methyl}-carbamic acid tert-butyl ester), C(=O)([O-])[O-].[Na+].[Na+] (Na2CO3). Reagents/catalysts: C=1C=CC(=CC1)[P](C=2C=CC=CC2)(C=3C=CC=CC3)[Pd]([P](C=4C=CC=CC4)(C=5C=CC=CC5)C=6C=CC=CC6)([P](C=7C=CC=CC7)(C=8C=CC=CC8)C=9C=CC=CC9)[P](C=1C=CC=CC1)(C=1C=CC=CC1)C=1C=CC=CC1 (tetrakis(triphenylphosphine)palladium(0)). Run in C1(=CC=CC=C1)C.CCO (toluene EtOH). The product is C(C)(C)(C)OC(NC(C=1SC(=C(C1)S(=O)(=O)C=1C=C(C=CC1)C1=CC=C(C=C1)C=C)SC)=N)=O ({Imino-[5-methylsulfanyl-4-(4′-vinyl-biphenyl-3-sulfonyl)-thiophen-2-yl]-methyl}-carbamic acid tert-butyl ester). Yield: 44.0%. Reaction SMILES: [CH:1]([C:3]1[CH:8]=[CH:7][C:6](B(O)O)=[CH:5][CH:4]=1)=[CH2:2].[C:12]([O:16][C:17](=[O:38])[NH:18][C:19]([C:21]1[S:22][C:23]([S:36][CH3:37])=[C:24]([S:26]([C:29]2[CH:34]=[CH:33][CH:32]=[C:31](Br)[CH:30]=2)(=[O:28])=[O:27])[CH:25]=1)=[NH:20])([CH3:15])([CH3:14])[CH3:13].C([O-])([O-])=O.[Na+].[Na+]>C1C=CC([P]([Pd]([P](C2C=CC=CC=2)(C2C=CC=CC=2)C2C=CC=CC=2)([P](C2C=CC=CC=2)(C2C=CC=CC=2)C2C=CC=CC=2)[P](C2C=CC=CC=2)(C2C=CC=CC=2)C2C=CC=CC=2)(C2C=CC=CC=2)C2C=CC=CC=2)=CC=1.C1(C)C=CC=CC=1.CCO>[C:12]([O:16][C:17](=[O:38])[NH:18][C:19](=[NH:20])[C:21]1[S:22][C:23]([S:36][CH3:37])=[C:24]([S:26]([C:29]2[CH:30]=[C:31]([C:6]3[CH:7]=[CH:8][C:3]([CH:1]=[CH2:2])=[CH:4][CH:5]=3)[CH:32]=[CH:33][CH:34]=2)(=[O:28])=[O:27])[CH:25]=1)([CH3:15])([CH3:14])[CH3:13] |f:2.3.4,6.7,^1:48,50,69,88|. Reported procedure: Following the procedure outlined in Example 1, step c, reaction of 4-vinyl-phenyl-boronic acid (181 mg, 1.22 mmol), {[4-(3-bromo-benzenesulfonyl)-5-methylsulfanyl-thiophen-2-yl]-imino-methyl}-carbamic acid tert-butyl ester (300 mg, 0.61 mmol, as prepared in Example 27, step c), tetrakis(triphenylphosphine)palladium(0) (141 mg, 0.122 mmol, Strem Chemicals, Inc., Newburyport, Mass.), Na2CO3 (2.4 mL, 2M aqueous), and toluene/EtOH mixture (2:1, 7.2 mL) afforded 138 mg (45%) of the title compound as ... Reactants: C(C)(=O)O (acetic acid), C(C=C)#N (acrylonitrile), C(C)OP(O)C1OCCC1 (tetrahydrofuran-2-yl phosphonous acid ethyl ester), [O-]CC.[Na+] (sodium ethoxide). The solvent is C(C)O (ethanol). Run at time 30 minute. Yields the product C(#N)CCP(OCC)(=O)C1OCCC1 (ethyl 2-cyanoethyl(tetrahydrofuran-2-yl)-phosphinate). As a reaction SMILES: [C:1](#[N:4])[CH:2]=[CH2:3].[CH2:5]([O:7][P:8]([CH:10]1[CH2:14][CH2:13][CH2:12][O:11]1)[OH:9])[CH3:6].[O-]CC.[Na+].C(O)(=O)C>C(O)C>[C:1]([CH2:2][CH2:3][P:8]([CH:10]1[CH2:14][CH2:13][CH2:12][O:11]1)(=[O:9])[O:7][CH2:5][CH3:6])#[N:4] |f:2.3|. Procedure details: A mixture of 0.68 g of acrylonitrile and 2.11 g of tetrahydrofuran-2-yl phosphonous acid ethyl ester in 5 ml of absolute ethanol is cooled to 0° under argon and treated, dropwise, with an ethanolic solution of sodium ethoxide (from 0.15 g of sodium metal and 15 ml of absolute ethanol) at such a rate so that the temperature does not exceed 5° (extremely exothermic). After the addition is completed the reaction mixture is stirred at room temperature for 30 minutes and 0.4 g of glacial acetic acid ... Starting materials: NC=1C=C(C#N)C=CC1N (3,4-diaminobenzonitrile), CC(=O)OC(=O)C (Ac2O). Run in CC(=O)O (AcOH). Reaction conditions: temperature 150 celsius. Product: CC1=NC2=C(N1)C=CC(=C2)C#N (2-methyl-1H-benzimidazole-5-carbonitrile). As a reaction SMILES: [NH2:1][C:2]1[CH:3]=[C:4]([CH:7]=[CH:8][C:9]=1[NH2:10])[C:5]#[N:6].[CH3:11][C:12](OC(C)=O)=O>CC(O)=O>[CH3:11][C:12]1[NH:10][C:9]2[CH:8]=[CH:7][C:4]([C:5]#[N:6])=[CH:3][C:2]=2[N:1]=1. Procedure details: To a solution of 3,4-diaminobenzonitrile (500 mg) in AcOH (10 ml) was added Ac2O (372 μl) at room temperature. The reaction mixture was refluxed for 15 hours (oil bath at 150° C.). It was cooled to room temperature, and concentrated until the amount of AcOH was reduced to a half. It was neutralized with an aqueous Na2CO3 solution, and extracted with EtOAc. The organic layer was washed with a saturated aqueous NaHCO3 solution and saturated brine, dried over anhydrous MgSO4, and then filtered, and... Starting materials: ClC=1NC(C=2N(C=NC2N1)C)=O (2-chloro-7-methyl-1,7-dihydro-6H-purin-6-one), [H-].[Na+] (sodium hydride), ICCCC (iodobutane). Reaction conditions: time 30 minute. Yields the product C(CCC)N1C(=NC=2N=CN(C2C1=O)C)Cl (1-n-Butyl-2-chloro-1,7-dihydro-7-methyl-6H-purin-6-one). The yield is 61.7%. RXN SMILES: [Cl:1][C:2]1[NH:3][C:4](=[O:12])[C:5]2[N:6]([CH3:11])[CH:7]=[N:8][C:9]=2[N:10]=1.[H-].[Na+].I[CH2:16][CH2:17][CH2:18][CH3:19]>>[CH2:16]([N:3]1[C:4](=[O:12])[C:5]2[N:6]([CH3:11])[CH:7]=[N:8][C:9]=2[N:10]=[C:2]1[Cl:1])[CH2:17][CH2:18][CH3:19] |f:1.2|. Reported procedure: To a suspension of 2-chloro-7-methyl-1,7-dihydro-6H-purin-6-one [Ber., 30, 2400 (1897)] (6.68 g, 0.0362 mol) was added 2.03 g (0.0507 mol) of 60% sodium hydride, and the mixture was stirred for 30 minutes. To the mixture was added 8.24 ml (0.0724 mol) of iodobutane. The mixture was stirred at an external temperature of 65° C. for further 30 minutes. The solvent was evaporated under reduced pressure and the obtained residue was purified by silica gel column chromatography (eluting solvent: chloro... Reactants: CN=C=S, CCO, Nc1ccc(NNC=O)cc1, O. Yields the product CNC(=S)Nc1ccc(NNC=O)cc1. Reaction SMILES: [CH3:12][N:13]=[C:14]=[S:15].[CH3:17][CH2:18][OH:19].[CH:1](=[O:2])[NH:3][NH:4][c:5]1[cH:6][cH:7][c:8]([NH2:11])[cH:9][cH:10]1.[OH2:16]>>[CH:1](=[O:2])[NH:3][NH:4][c:5]1[cH:6][cH:7][c:8]([NH:11][C:14]([NH:13][CH3:12])=[S:15])[cH:9][cH:10]1. Starting materials: C=CCC1(N)CCN(C(=O)OC(C)(C)C)CC1, CC(=O)O, ClCCCl, [Na+], O=C([O-])O, Cc1ccc(S(=O)(=O)n2cc(C=O)c3ccccc32)cc1. Product: C=CCC1(NCc2cn(S(=O)(=O)c3ccc(C)cc3)c3ccccc23)CCN(C(=O)OC(C)(C)C)CC1. RXN SMILES: [CH2:22]([CH:23]=[CH2:24])[C:25]1([NH2:38])[CH2:26][CH2:27][N:28]([C:31](=[O:32])[O:33][C:34]([CH3:35])([CH3:36])[CH3:37])[CH2:29][CH2:30]1.[CH3:39][C:40](=[O:41])[OH:42].[Cl:48][CH2:49][CH2:50][Cl:51].[Na+:47].[O-:43][C:44]([OH:45])=[O:46].[S:1](=[O:2])(=[O:3])([c:4]1[cH:5][cH:6][c:7]([CH3:8])[cH:9][cH:10]1)[n:11]1[cH:12][c:13]([CH:20]=[O:21])[c:14]2[cH:15][cH:16][cH:17][cH:18][c:19]12>>[S:1](=[O:2])(=[O:3])([c:4]1[cH:5][cH:6][c:7]([CH3:8])[cH:9][cH:10]1)[n:11]1[cH:12][c:13]([CH2:20][NH:38][C:25]2([CH2:22][CH:23]=[CH2:24])[CH2:26][CH2:27][N:28]([C:31](=[O:32])[O:33][C:34]([CH3:35])([CH3:36])[CH3:37])[CH2:29][CH2:30]2)[c:14]2[cH:15][cH:16][cH:17][cH:18][c:19]12. Conditions: time 20 hour. Reactants: COC1=CC=C(C=C1)S(=O)(=O)Cl (4-methoxybenzenesulphonyl chloride), NC=1C=C(C(=O)OC)C=C(C1OC1=C(C=CC=C1)OC)OCCOC1OCCCC1 (methyl 3-amino-4-(2-methoxy-phenoxy)-5-[2-(tetrahydro-pyran-2-yloxy)-ethoxy]-benzoate), ice. The product is COC1=CC=C(C=C1)S(=O)(=O)NC=1C=C(C(=O)OC)C=C(C1OC1=C(C=CC=C1)OC)OCCOC1OCCCC1 (methyl 3-(4-methoxy-benzenesulphonylamino)-4-(2-methoxy-phenoxy)-5-[2-(tetrahydro-pyran-2-yloxy)-ethoxy]-benzoate). Run in C1(=CC=CC=C1)C (toluene), N1=CC=CC=C1 (pyridine). Procedure details: 2.14 g of methyl 3-amino-4-(2-methoxy-phenoxy)-5-[2-(tetrahydro-pyran-2-yloxy)-ethoxy]-benzoate were dissolved in in pyridine (30 ml), treated dropwise while cooling with ice with a solution of 1.488 g of 4-methoxybenzenesulphonyl chloride in toluene (10 ml) and subsequently stirred at RT for 20 hours. The reaction mixture was poured on to ice/3M HCl, the product was extracted with ethyl acetate and the organic phase was dried over magnesium sulphate. After removing the solvent there was obtaine... RXN SMILES: [NH2:1][C:2]1[CH:3]=[C:4]([CH:9]=[C:10]([O:21][CH2:22][CH2:23][O:24][CH:25]2[CH2:30][CH2:29][CH2:28][CH2:27][O:26]2)[C:11]=1[O:12][C:13]1[CH:18]=[CH:17][CH:16]=[CH:15][C:14]=1[O:19][CH3:20])[C:5]([O:7][CH3:8])=[O:6].[CH3:31][O:32][C:33]1[CH:38]=[CH:37][C:36]([S:39](Cl)(=[O:41])=[O:40])=[CH:35][CH:34]=1>N1C=CC=CC=1.C1(C)C=CC=CC=1>[CH3:31][O:32][C:33]1[CH:34]=[CH:35][C:36]([S:39]([NH:1][C:2]2[CH:3]=[C:4]([CH:9]=[C:10]([O:21][CH2:22][CH2:23][O:24][CH:25]3[CH2:30][CH2:29][CH2:28][CH2:27][O:26]3)[C:11]=2[O:12][C:13]2[CH:18]=[CH:17][CH:16]=[CH:15][C:14]=2[O:19][CH3:20])[C:5]([O:7][CH3:8])=[O:6])(=[O:41])=[O:40])=[CH:37][CH:38]=1. Reactants: CC(C)(C#N)N=NC(C)(C)C#N (AIBN), N#N (N2), BrC(C(=O)N1CCCC1)(F)F (2-bromo-2,2-difluoro-1-(pyrrolidin-1-yl)ethanone), C(C=C)[Sn](CCCC)(CCCC)CCCC (allyltributyltin), CC(C)(C#N)N=NC(C)(C)C#N (AIBN). Solvent: C1(=CC=CC=C1)C (toluene). Conditions: temperature 100 celsius, time 1 hour. Product: FC(C(=O)N1CCCC1)(CC=C)F (2,2-Difluoro-1-(pyrrolidin-1-yl)pent-4-en-1-one). Reaction SMILES: N#N.Br[C:4]([F:13])([F:12])[C:5]([N:7]1[CH2:11][CH2:10][CH2:9][CH2:8]1)=[O:6].[CH2:14]([Sn](CCCC)(CCCC)CCCC)[CH:15]=[CH2:16].CC(N=NC(C#N)(C)C)(C#N)C>C1(C)C=CC=CC=1>[F:12][C:4]([F:13])([CH2:16][CH:15]=[CH2:14])[C:5]([N:7]1[CH2:11][CH2:10][CH2:9][CH2:8]1)=[O:6]. Reported procedure: In a flame dried round-bottomed flask equipped with a magnetic stir bar and under inert atmosphere (N2), to a solution of 2-bromo-2,2-difluoro-1-(pyrrolidin-1-yl)ethanone (600 mg, 2.63 mmol) in dry toluene (18 mL) was added allyltributyltin (0.84 mL, 2.63 mmol) and AIBN (9 mg, 0.05 mmol) at rt. The reaction mixture was stirred at 100° C. for 1 h. AIBN (9 mg, 0.05 mmol) was then added again and the reaction mixture further stirred at 100° C. for 30 h. The solvent was removed under reduced pressur...